Dataset: the Open Reaction Database (ORD), a public repository of structured organic reaction records. Task: describe an organic reaction: reactants, conditions, products, and yield As a reaction SMILES: [CH2:1]([NH2:4])[CH:2]=[CH2:3].[N:5](=[C:7]([C:11](=[O:13])[CH3:12])[C:8](=O)[CH3:9])O>C(#N)C>[C:11]([C:7]1[NH:5][C:1]([CH:2]=[CH2:3])=[N:4][C:8]=1[CH3:9])(=[O:13])[CH3:12]. Run in C(C)#N (acetonitrile). The product is C(C)(=O)C1=C(N=C(N1)C=C)C (5-acetyl-4-methyl-2-vinylimidazole). Procedure details: An acetonitrile solution of allylamine (0.4 g, 7.8 mmol) and 3-oximino-2,4-pentanedione (1 g, 7.8 mmol) was refluxed for 6 hours. The acetonitrile was evaporated to give 0.9 g of 5-acetyl-4-methyl-2-vinylimidazole. Starting materials: C(C=C)N (allylamine), N(O)=C(C(C)=O)C(C)=O (3-oximino-2,4-pentanedione). The yield is 76.8%.